From a dataset of the Open Reaction Database (ORD), a public repository of structured organic reaction records. describe an organic reaction: reactants, conditions, products, and yield Starting materials: C(C1=C(C=CC=C1)SSC1=C(C(=O)Cl)C=CC=C1)(=O)Cl (2,2'-dithiobisbenzoyl chloride), IC1=CC=C(N)C=C1 (4-iodoaniline). Solvent: N1=CC=CC=C1 (pyridine), ClCCl (dichloromethane). The product is IC1=CC=C(C=C1)NC(C1=C(C=CC=C1)SSC1=C(C(=O)NC2=CC=C(C=C2)I)C=CC=C1)=O (2,2'-dithiobis[N-(4-iodophenyl)benzamide]). Yield: 36.0%. Reaction SMILES: [C:1](Cl)(=[O:19])[C:2]1[CH:7]=[CH:6][CH:5]=[CH:4][C:3]=1[S:8][S:9][C:10]1[CH:18]=[CH:17][CH:16]=[CH:15][C:11]=1[C:12](Cl)=[O:13].[I:21][C:22]1[CH:28]=[CH:27][C:25]([NH2:26])=[CH:24][CH:23]=1>ClCCl.N1C=CC=CC=1>[I:21][C:22]1[CH:28]=[CH:27][C:25]([NH:26][C:1](=[O:19])[C:2]2[CH:7]=[CH:6][CH:5]=[CH:4][C:3]=2[S:8][S:9][C:10]2[CH:18]=[CH:17][CH:16]=[CH:15][C:11]=2[C:12]([NH:26][C:25]2[CH:27]=[CH:28][C:22]([I:21])=[CH:23][CH:24]=2)=[O:13])=[CH:24][CH:23]=1. Procedure details: This compound was prepared according to the general method of Example 77 using 2,2'-dithiobisbenzoyl chloride (2.00 g, 5.83 mmol) in 50 mL of dichloromethane and 4-iodoaniline (2.54 g, 11.6 mmol) in 20 mL of pyridine. The crude product was recrystallized from water-DMF to yield 1.48 g of the title compound, mp 268°-271° C. (dec.). The product is CC(CO)Oc1cc(Oc2ccc(C(=O)O)cc2)cc(C(=O)Nc2cc[nH]n2)c1. The reactants are C1CCOC1, [Na+], [OH-], O, CCOC(=O)c1ccc(Oc2cc(OC(C)CO)cc(C(=O)Nc3cc[nH]n3)c2)cc1. RXN SMILES: [CH2:34]1[O:35][CH2:36][CH2:37][CH2:38]1.[Na+:33].[OH-:32].[OH2:39].[OH:1][CH2:2][CH:3]([O:4][c:5]1[cH:6][c:7]([O:8][c:9]2[cH:10][cH:11][c:12]([C:13](=[O:14])[O:15][CH2:16][CH3:17])[cH:18][cH:19]2)[cH:20][c:21]([C:23](=[O:24])[NH:25][c:26]2[n:27][nH:28][cH:29][cH:30]2)[cH:22]1)[CH3:31]>>[OH:1][CH2:2][CH:3]([O:4][c:5]1[cH:6][c:7]([O:8][c:9]2[cH:10][cH:11][c:12]([C:13](=[O:14])[OH:15])[cH:18][cH:19]2)[cH:20][c:21]([C:23](=[O:24])[NH:25][c:26]2[n:27][nH:28][cH:29][cH:30]2)[cH:22]1)[CH3:31]. The reactants are [N+](=[N-])=CP(OC)([O-])=O (methyl (diazomethyl)phosphonate), COC1=CC=C(O[C@@H]2C[C@H](C2)C=O)C=C1 (trans-3-(4-methoxyphenoxy)cyclobutanecarbaldehyde), CC(C)([O-])C.[K+] (potassium tert-butoxide), CCCCCC.C(C)(=O)OCC (hexane ethyl acetate). Run in C1CCOC1 (THF), C1CCOC1 (THF), C1CCOC1 (THF). Reaction conditions: temperature -78 celsius, time 3 hour. Product: COC1=CC=C(O[C@@H]2C[C@H](C2)C#C)C=C1 ({trans-3-(4-methoxyphenoxy)cyclobutyl }ethyne). The yield is 54.7%. Reaction SMILES: [CH3:1]C(C)([O-])C.[K+].[N+](=CP(=O)([O-])OC)=[N-].[CH3:15][O:16][C:17]1[CH:29]=[CH:28][C:20]([O:21][C@H:22]2[CH2:25][C@H:24]([CH:26]=O)[CH2:23]2)=[CH:19][CH:18]=1.CCCCCC.C(OCC)(=O)C>C1COCC1>[CH3:15][O:16][C:17]1[CH:29]=[CH:28][C:20]([O:21][C@H:22]2[CH2:25][C@H:24]([C:26]#[CH:1])[CH2:23]2)=[CH:19][CH:18]=1 |f:0.1,4.5|. Procedure: A slurry of potassium tert-butoxide (7.85 g, 70 mmol) in THF (50 ml) was cooled to -78° C. under argon atmosphere. To this was added a solution of methyl (diazomethyl)phosphonate (J. Org. Chem. 1979, 44, 4997) (12.5 g, 70 mmol) in THF (100 ml), followed after 0.5 h by a solution of trans-3-(4-methoxyphenoxy)cyclobutanecarbaldehyde (12.1 g, 58.7 mmol) in THF (100 ml) at the same temperature. The resulting solution was stirred at -78° C. for 3 h and then maintained at room temperature for another ... Yields the product C(C1=CC=CC=C1)C1N(C(C2=CC=C(C=C12)OC)=O)C(=O)OC(C)(C)C (tert-Butyl 3-benzyl-5-methoxy-1-oxoisoindoline-2-carboxylate). Reported procedure: Lithium bis(trimethysilyl)amide (4.8 mL, 4.8 mmol, 1 M in THF) was added to a solution of the tert-butyl 5-methoxy-1-oxoisoindoline-2-carboxylate (0.975 g) in THF (7 mL) at −78° C. After stirring the solution at −78° C. for 1 hr, benzyl bromide (0.88 mL, 7.41 mmol) was added, this was stirred at −78° C. for 1.5 hours. LC/MS showed complete conversion. Quenched the reaction mixture with saturated NaCl solution, then extracted with ethyl acetate, the combined organic layer was washed 1× with satur... The yield is 69.9%. As a reaction SMILES: C[Si]([N-][Si](C)(C)C)(C)C.[Li+].[CH3:11][O:12][C:13]1[CH:14]=[C:15]2[C:19](=[CH:20][CH:21]=1)[C:18](=[O:22])[N:17]([C:23]([O:25][C:26]([CH3:29])([CH3:28])[CH3:27])=[O:24])[CH2:16]2.[CH2:30](Br)[C:31]1[CH:36]=[CH:35][CH:34]=[CH:33][CH:32]=1>C1COCC1>[CH2:30]([CH:16]1[C:15]2[C:19](=[CH:20][CH:21]=[C:13]([O:12][CH3:11])[CH:14]=2)[C:18](=[O:22])[N:17]1[C:23]([O:25][C:26]([CH3:29])([CH3:28])[CH3:27])=[O:24])[C:31]1[CH:36]=[CH:35][CH:34]=[CH:33][CH:32]=1 |f:0.1|. Run at temperature -78 celsius, time 1 hour. Reactants: C[Si](C)(C)[N-][Si](C)(C)C.[Li+] (Lithium bis(trimethysilyl)amide), COC=1C=C2CN(C(C2=CC1)=O)C(=O)OC(C)(C)C (tert-butyl 5-methoxy-1-oxoisoindoline-2-carboxylate), C(C1=CC=CC=C1)Br (benzyl bromide). Solvent: C1CCOC1 (THF). Reactants: BrC=1C=C2C(=NC1)N(C(N2C(C)C2=CC=CC=C2)=O)C(=O)OC(C)(C)C (tert-Butyl 6-bromo-2-oxo-1-(1-phenylethyl)-1H-imidazo[4,5-b]pyridine-3(2H)-carboxylate), BrC=1C=C2C(=NC1)N(C(N2)=O)C(=O)OCCCC (butyl 6-bromo-2-oxo-1H-imidazo[4,5-b]pyridine-3(2H)-carboxylate), C1(=CC=CC=C1)C(C)O (1-phenylethanol), C1(=CC=CC=C1)P(C1=CC=CC=C1)C1=CC=CC=C1 (triphenylphosphine), N(=NC(=O)OC(C)C)C(=O)OC(C)C (diisopropyl azodicarboxylate). The solvent is O1CCCC1 (tetrahydrofuran). Reaction conditions: time 1 hour. Yields the product C1(=CC=CC=C1)C(C)N1C(NC2=NC=C(C=C21)C2=C1C=CC=NC1=CC=C2)=O (1-(1-PHENYLETHYL)-6-(QUINOLIN-5-YL)-1H-IMIDAZO[4,5-B]PYRIDIN-2(3H)-ONE). Yield: 36.0%. As a reaction SMILES: Br[C:2]1[CH:3]=[C:4]2[N:10]([CH:11]([C:13]3[CH:18]=[CH:17][CH:16]=[CH:15][CH:14]=3)[CH3:12])[C:9](=[O:19])[N:8](C(OC(C)(C)C)=O)[C:5]2=[N:6][CH:7]=1.Br[C:28]1[CH:29]=[C:30]2NC(=O)N(C(OCCCC)=O)[C:31]2=[N:32][CH:33]=1.[C:45]1(C(O)C)[CH:50]=CC=[CH:47][CH:46]=1.C1(P(C2C=CC=CC=2)C2C=CC=CC=2)C=CC=CC=1.N(C(OC(C)C)=O)=NC(OC(C)C)=O>O1CCCC1>[C:13]1([CH:11]([N:10]2[C:4]3[C:5](=[N:6][CH:7]=[C:2]([C:47]4[CH:46]=[CH:45][CH:50]=[C:31]5[C:30]=4[CH:29]=[CH:28][CH:33]=[N:32]5)[CH:3]=3)[NH:8][C:9]2=[O:19])[CH3:12])[CH:14]=[CH:15][CH:16]=[CH:17][CH:18]=1. Reported procedure: tert-Butyl 6-bromo-2-oxo-1-(1-phenylethyl)-1H-imidazo[4,5-b]pyridine-3(2H)-carboxylate. To a solution of tent-butyl 6-bromo-2-oxo-1H-imidazo[4,5-b]pyridine-3(2H)-carboxylate (See Example 166.C) (0.60 g, 1.97 mmol), 1-phenylethanol (0.289 g, 2.37 mmol) and triphenylphosphine (0.62 g, 2.37 mmol) in tetrahydrofuran (15 mL) was added diisopropyl azodicarboxylate (0.46 mL, 2.37 mmol). After stirring at room temperature for 1 h, the solvent was removed under reduced pressure. The crude product was pur... The reactants are CCOCC, CCN(C(=O)N(C)C(=O)Cl)c1ccccc1, CN, CC(Cl)Cl. The product is CCN(C(=O)N(C)C(=O)NC)c1ccccc1. RXN SMILES: [CH2:19]([O:20][CH2:21][CH3:22])[CH3:23].[CH2:3]([CH3:4])[N:5]([C:6]([N:7]([C:8](=[O:9])[Cl:10])[CH3:11])=[O:12])[c:13]1[cH:14][cH:15][cH:16][cH:17][cH:18]1.[CH3:1][NH2:2].[Cl:24][CH:25]([Cl:26])[CH3:27]>>[CH3:1][NH:2][C:8]([N:7]([C:6]([N:5]([CH2:3][CH3:4])[c:13]1[cH:14][cH:15][cH:16][cH:17][cH:18]1)=[O:12])[CH3:11])=[O:9].